From a dataset of the Open Reaction Database (ORD), a public repository of structured organic reaction records. describe an organic reaction: reactants, conditions, products, and yield Starting materials: CI, [K+], [K+], O=C([O-])[O-], CN(C)C=O, Oc1cccc2nccnc12. Product: COc1cccc2nccnc12. As a reaction SMILES: [I:18][CH3:19].[K+:12].[K+:13].[O-:14][C:15]([O-:16])=[O:17].[O:20]=[CH:21][N:22]([CH3:23])[CH3:24].[n:1]1[cH:2][cH:3][n:4][c:5]2[c:6]([OH:11])[cH:7][cH:8][cH:9][c:10]12>>[n:1]1[cH:2][cH:3][n:4][c:5]2[c:6]([O:11][CH3:15])[cH:7][cH:8][cH:9][c:10]12. Starting materials: COc1ccc2cc(C#CC(C)(C)O)ccc2c1, Cc1ccccc1, [Na+], [OH-], O. Yields the product C#Cc1ccc2cc(OC)ccc2c1. As a reaction SMILES: [CH3:1][O:2][c:3]1[cH:4][c:5]2[cH:6][cH:7][c:8]([C:13]#[C:14][C:15]([CH3:16])([OH:17])[CH3:18])[cH:9][c:10]2[cH:11][cH:12]1.[CH3:22][c:23]1[cH:24][cH:25][cH:26][cH:27][cH:28]1.[Na+:20].[OH-:19].[OH2:21]>>[CH3:1][O:2][c:3]1[cH:4][c:5]2[cH:6][cH:7][c:8]([C:13]#[CH:14])[cH:9][c:10]2[cH:11][cH:12]1.